From a dataset of the Open Reaction Database (ORD), a public repository of structured organic reaction records. describe an organic reaction: reactants, conditions, products, and yield RXN SMILES: [C:19]([C:20](=[O:21])[O:22][CH3:23])(=[O:24])[O:25][CH3:26].[CH3:27][c:28]1[cH:29][cH:30][cH:31][cH:32][cH:33]1.[NH2:1][CH:2]1[CH2:3][C:4]([CH3:17])([CH3:18])[N:5]([O:10][CH:11]2[CH2:12][CH2:13][CH2:14][CH2:15][CH2:16]2)[C:6]([CH3:8])([CH3:9])[CH2:7]1>>[NH:1]([CH:2]1[CH2:3][C:4]([CH3:17])([CH3:18])[N:5]([O:10][CH:11]2[CH2:12][CH2:13][CH2:14][CH2:15][CH2:16]2)[C:6]([CH3:8])([CH3:9])[CH2:7]1)[C:19]([C:20](=[O:21])[O:22][CH3:23])=[O:24]. The reactants are COC(=O)C(=O)OC, Cc1ccccc1, CC1(C)CC(N)CC(C)(C)N1OC1CCCCC1. Product: COC(=O)C(=O)NC1CC(C)(C)N(OC2CCCCC2)C(C)(C)C1. Reactants: COC(=O)C(F)(OC)C(F)(F)F, Cl, [K+], [OH-], O. Product: COC(F)(C(=O)O)C(F)(F)F. RXN SMILES: [CH3:1][O:2][C:3]([C:4](=[O:5])[O:6][CH3:7])([C:8]([F:9])([F:10])[F:11])[F:12].[ClH:15].[K+:14].[OH-:13].[OH2:16]>>[CH3:1][O:2][C:3]([C:4](=[O:5])[OH:6])([C:8]([F:9])([F:10])[F:11])[F:12].